This data is from the Open Reaction Database (ORD), a public repository of structured organic reaction records. The task is: describe an organic reaction: reactants, conditions, products, and yield Yield: 125.9%. Run at time 8 hour. The solvent is C(Cl)Cl (CH2Cl2), C(Cl)Cl (CH2Cl2). As a reaction SMILES: [CH3:1][O:2][C:3]([C:5]1[S:6][C:7]([C:33]#[C:34][C:35]([CH3:38])([CH3:37])[CH3:36])=[CH:8][C:9]=1[N:10]([C:24]([C@H:26]1[CH2:31][CH2:30][C@H:29]([CH3:32])[CH2:28][CH2:27]1)=[O:25])[CH:11]1[CH2:16][CH2:15][N:14](C(OC(C)(C)C)=O)[CH2:13][CH2:12]1)=[O:4].FC(F)(F)C(O)=O>C(Cl)Cl>[CH3:1][O:2][C:3]([C:5]1[S:6][C:7]([C:33]#[C:34][C:35]([CH3:36])([CH3:38])[CH3:37])=[CH:8][C:9]=1[N:10]([C:24]([C@H:26]1[CH2:27][CH2:28][C@H:29]([CH3:32])[CH2:30][CH2:31]1)=[O:25])[CH:11]1[CH2:12][CH2:13][NH:14][CH2:15][CH2:16]1)=[O:4]. Procedure details: The product from step IV (5.198 g) is dissolved in 30 mL of CH2Cl2 and treated with 20 mL of trifluoroacetic acid. The mixture is stirred at room temperature overnight, then it is evaporated to dryness, obtained residue is redissolved in CH2Cl2 and washed with aqueous NaHCO3 and brine. Organic fraction is separated, dried over Na2SO4, and concentrated to give 5.340 g of crude 5-(3,3-dimethyl-but-1-ynyl)-3-[(trans-4-methyl-cyclohexanecarbonyl)-(piperidin-4-yl)amino]-thiophene-2-carboxylic acid me... The product is COC(=O)C=1SC(=CC1N(C1CCNCC1)C(=O)[C@@H]1CC[C@H](CC1)C)C#CC(C)(C)C (5-(3,3-dimethyl-but-1-ynyl)-3-[(trans-4-methyl-cyclohexanecarbonyl)-(piperidin-4-yl)amino]-thiophene-2-carboxylic acid methyl ester). Starting materials: COC(=O)C=1SC(=CC1N(C1CCN(CC1)C(=O)OC(C)(C)C)C(=O)[C@@H]1CC[C@H](CC1)C)C#CC(C)(C)C (5-(3,3-dimethyl-but-1-ynyl)-3-[(trans-4-methyl-cyclohexanecarbonyl)-(N-tert-butoxycarbonyl-piperidin-4-yl)amino]-thiophene-2-carboxylic acid methyl ester), FC(C(=O)O)(F)F (trifluoroacetic acid). The reactants are O=C(O)c1ccc(Br)c(Cl)n1, CC(C)CC(N)C(N)=O. Yields the product CC(C)CC(NC(=O)c1ccc(Br)c(Cl)n1)C(N)=O. As a reaction SMILES: [Br:1][c:2]1[cH:3][cH:4][c:5]([C:9](=[O:10])[OH:11])[n:6][c:7]1[Cl:8].[NH2:12][CH:13]([C:14](=[O:15])[NH2:16])[CH2:17][CH:18]([CH3:19])[CH3:20]>>[Br:1][c:2]1[cH:3][cH:4][c:5]([C:9](=[O:11])[NH:12][CH:13]([C:14](=[O:15])[NH2:16])[CH2:17][CH:18]([CH3:19])[CH3:20])[n:6][c:7]1[Cl:8].